Dataset: the Open Reaction Database (ORD), a public repository of structured organic reaction records. Task: describe an organic reaction: reactants, conditions, products, and yield Starting materials: CCOC(=O)C(C)(F)C(=O)O, COCCN1C(=O)C(N)c2ccccc2-c2ccccc21. Yields the product CCOC(=O)C(C)(F)C(=O)NC1C(=O)N(CCOC)c2ccccc2-c2ccccc21. As a reaction SMILES: [CH2:22]([CH3:23])[O:24][C:25]([C:26]([C:27](=[O:28])[OH:29])([CH3:30])[F:31])=[O:32].[NH2:1][CH:2]1[c:3]2[c:4]([cH:18][cH:19][cH:20][cH:21]2)-[c:5]2[c:6]([cH:14][cH:15][cH:16][cH:17]2)[N:7]([CH2:10][CH2:11][O:12][CH3:13])[C:8]1=[O:9]>>[NH:1]([CH:2]1[c:3]2[c:4]([cH:18][cH:19][cH:20][cH:21]2)-[c:5]2[c:6]([cH:14][cH:15][cH:16][cH:17]2)[N:7]([CH2:10][CH2:11][O:12][CH3:13])[C:8]1=[O:9])[C:27]([C:26]([C:25]([O:24][CH2:22][CH3:23])=[O:32])([CH3:30])[F:31])=[O:28]. As a reaction SMILES: [OH:1][C:2]1([C:8]2[CH:13]=[CH:12][CH:11]=[CH:10][CH:9]=2)[CH2:7][CH2:6][NH:5][CH2:4][CH2:3]1.[C:14]1(C2CCNCC=2)[CH:19]=[CH:18]C=[CH:16][CH:15]=1.OC1(C2C=CC=CC=2)CCN(CCCC[N:37]2[CH:46]([OH:47])[C:45]3[CH:48]=[CH:49][CH:50]=[C:43]4[C:44]=3[C:39](=[CH:40][CH:41]=[CH:42]4)[C:38]2=[O:51])CC1>>[OH:1][C:2]1([C:8]2[CH:13]=[CH:12][CH:11]=[CH:10][CH:9]=2)[CH2:7][CH2:6][N:5]([CH2:16][CH2:15][CH2:14][CH2:19][CH2:18][N:37]2[CH:46]([OH:47])[C:45]3[CH:48]=[CH:49][CH:50]=[C:43]4[C:44]=3[C:39](=[CH:40][CH:41]=[CH:42]4)[C:38]2=[O:51])[CH2:4][CH2:3]1. Starting materials: OC1(CCNCC1)C1=CC=CC=C1 (4-hydroxy-4-phenylpiperidine), C1(=CC=CC=C1)C=1CCNCC1 (4-phenyl-1,2,3,6-tetrahydropyridine), OC1(CCN(CC1)CCCCN1C(C2=CC=CC=3C2=C(C1O)C=CC3)=O)C3=CC=CC=C3 (2-[4-[4-Hydroxy-4-phenyl-1-piperidinyl)butyl]-2,3-dihydro-3-hydroxy-1H-benz[de]isoquinolin-1-one). The product is OC1(CCN(CC1)CCCCCN1C(C2=CC=CC=3C2=C(C1O)C=CC3)=O)C3=CC=CC=C3 (2-[5-(4-Hydroxy-4-phenyl-1-piperidinyl)pentyl]-2,3-dihydro-3-hydroxy-1H-benz[de]isoquinolin-1-one). Procedure details: Following the procedure of example 5 but substituting 4-hydroxy-4-phenylpiperidine for the 4-phenyl-1,2,3,6-tetrahydropyridine in part (b), one obtains the titled compound. Reactants: C(OCC)([O-])[O-] (ethyl orthoformate), NCCNCCC[Si](OCC)(OCC)OCC (N-(2-aminoethyl)-3-aminopropyltriethoxysilane). The solvent is C(C)O (ethanol). Yields the product C(C)O[Si](CCCN1C=NCC1)(OCC)OCC (N-(3-triethoxysilylpropyl)-4,5-dihydroimidazole). RXN SMILES: [CH:1]([O-])([O-])OCC.[NH2:7][CH2:8][CH2:9][NH:10][CH2:11][CH2:12][CH2:13][Si:14]([O:21][CH2:22][CH3:23])([O:18][CH2:19][CH3:20])[O:15][CH2:16][CH3:17]>C(O)C>[CH2:19]([O:18][Si:14]([O:21][CH2:22][CH3:23])([O:15][CH2:16][CH3:17])[CH2:13][CH2:12][CH2:11][N:10]1[CH2:9][CH2:8][N:7]=[CH:1]1)[CH3:20]. Procedure: 53.2 g of ethyl orthoformate (0.36 mol) is added at +20° C. to 80 g of N-(2-aminoethyl)-3-aminopropyltriethoxysilane (0.3 mol). The temperature of the mixture is brought up to reflux until formation of ethanol is no longer observed. The reaction mixture is then distilled under partial vacuum (2-5 mbar) and the desired product (69.1 g) is recovered (temperature: 130-135° C.) The reactants are COC(CCCCCCCN1C(N(C(=C1)C1=CC=CC=C1)C1=CC=C(C=C1)Cl)=O)=O (8-[3-(4-chlorophenyl)-2-oxo-4-phenyl-4-imidazolin-1-yl] caprylic acid methyl ester), [OH-].[Na+] (NaOH). The solvent is CO (methanol). The product is ClC1=CC=C(C=C1)N1C(N(C=C1C1=CC=CC=C1)CCCCCCCC(=O)O)=O (8-[3-(4-Chlorophenyl)-2-oxo-4-phenyl-4-imidazolin-1-yl] caprylic acid). RXN SMILES: C[O:2][C:3](=[O:30])[CH2:4][CH2:5][CH2:6][CH2:7][CH2:8][CH2:9][CH2:10][N:11]1[CH:15]=[C:14]([C:16]2[CH:21]=[CH:20][CH:19]=[CH:18][CH:17]=2)[N:13]([C:22]2[CH:27]=[CH:26][C:25]([Cl:28])=[CH:24][CH:23]=2)[C:12]1=[O:29].[OH-].[Na+]>CO>[Cl:28][C:25]1[CH:26]=[CH:27][C:22]([N:13]2[C:14]([C:16]3[CH:21]=[CH:20][CH:19]=[CH:18][CH:17]=3)=[CH:15][N:11]([CH2:10][CH2:9][CH2:8][CH2:7][CH2:6][CH2:5][CH2:4][C:3]([OH:30])=[O:2])[C:12]2=[O:29])=[CH:23][CH:24]=1 |f:1.2|. Procedure details: The product is produced as described in example 18 from 20 g of 8-[3-(4-chlorophenyl)-2-oxo-4-phenyl-4-imidazolin-1-yl] caprylic acid methyl ester and 1.88 g of NaOH in 100 cc. of methanol. Further purification by chromatography on silicic acid gel using a mixture of hexane annd ethyl acetate as eluant. As a reaction SMILES: [Cl:1][C:2]1[C:7]([N:8]2[CH2:13][CH2:12][N:11](C(C3C(C4C=CC=CC=4OC)=NOC=3C)=O)[CH2:10][CH2:9]2)=[CH:6][C:5]([NH:30][C:31](=[O:43])[C:32]2[CH:37]=[CH:36][C:35]([NH:38][S:39]([CH3:42])(=[O:41])=[O:40])=[CH:34][CH:33]=2)=[C:4]([N+:44]([O-:46])=[O:45])[CH:3]=1.B(Br)(Br)Br.FC(F)(F)C(O)=O>C(Cl)Cl>[Cl:1][C:2]1[C:7]([N:8]2[CH2:9][CH2:10][NH:11][CH2:12][CH2:13]2)=[CH:6][C:5]([NH:30][C:31](=[O:43])[C:32]2[CH:33]=[CH:34][C:35]([NH:38][S:39]([CH3:42])(=[O:41])=[O:40])=[CH:36][CH:37]=2)=[C:4]([N+:44]([O-:46])=[O:45])[CH:3]=1. Solvent: C(Cl)Cl (DCM). The product is ClC1=CC(=C(C=C1N1CCNCC1)NC(C1=CC=C(C=C1)NS(=O)(=O)C)=O)[N+](=O)[O-] (N-(4-chloro-2-nitro-5-(piperazin-1-yl)phenyl)-4-(methylsulfonamido)benzamide). Starting materials: ClC1=CC(=C(C=C1N1CCN(CC1)C(=O)C=1C(=NOC1C)C1=C(C=CC=C1)OC)NC(C1=CC=C(C=C1)NS(=O)(=O)C)=O)[N+](=O)[O-] (N-(4-Chloro-5-(4-(3-(2-methoxyphenyl)-5-methylisoxazole-4-carbonyl)piperazin-1-yl)-2-nitrophenyl)-4-(methylsulfonamido)benzamide), B(Br)(Br)Br (boron tribromide), crude product, FC(C(=O)O)(F)F (trifluoroacetic acid). Procedure: N-(4-Chloro-5-(4-(3-(2-methoxyphenyl)-5-methylisoxazole-4-carbonyl)piperazin-1-yl)-2-nitrophenyl)-4-(methylsulfonamido)benzamide was treated with boron tribromide as described in Example 117. The crude product (140 mg) was treated with 0.8 M trifluoroacetic acid in DCM (4.0 mL) at room temperature overnight. Solvent was evaporated in vacuo and the product was purified by preparative HPLC (0.1% TFA MeOH/H2O) to give 53 mg (55% yield) of the title compound. H1-NMR (500 MHz, CD3OD) δ 8.57 (1H, s), ... Isolated yield 55.0%. The reactants are ice, ClC=1C=C(C(=O)OO)C=CC1 (m-chloroperoxybenzoic acid), C(C)OC1=NSC(=C1Cl)OC (3-ethoxy-4-chloro-5-methoxyisothiazole). Solvent: C(Cl)Cl (methylene chloride), C(Cl)Cl (methylene chloride). Run at time 12 hour. Product: C(C)OC1=NS(C(=C1Cl)OC)=O (3-Ethoxy-4-chloro-5-methoxyisothiazole-1-oxide). The yield is 42.4%. As a reaction SMILES: ClC1C=C(C=CC=1)C(OO)=[O:6].[CH2:12]([O:14][C:15]1[C:19]([Cl:20])=[C:18]([O:21][CH3:22])[S:17][N:16]=1)[CH3:13]>C(Cl)Cl>[CH2:12]([O:14][C:15]1[C:19]([Cl:20])=[C:18]([O:21][CH3:22])[S:17](=[O:6])[N:16]=1)[CH3:13]. Procedure: A solution of m-chloroperoxybenzoic acid (100 mg, 0.49 mmol) in methylene chloride (1.5 ml) wad added dropwise with stirring to an ice-cooled solution of 3-ethoxy-4-chloro-5-methoxyisothiazole (87 mg, 0.45 mmol) in methylene chloride (1.0 ml). The solution was then stirred for 12 hours at room temperature. The m-chlorobenzoic acid, which precipitated out of solution, was filtered off. The filtrate was concentrated in vacuo, and the residue was chromatographed on a silica gel column, eluting with... Starting materials: nucleoside, C[O-].[Na+] (sodium methoxide), N1C(=O)NC(=O)C(C)=C1 (thymine), C([O-])([O-])=O.[K+].[K+] (potassium carbonate), C1COCCOCCOCCOCCOCCO1 (18-crown-6), C(C1=CC=CC=C1)(=O)OC[C@@H]1C[C@H](CO1)OS(=O)(=O)C1=CC=C(C=C1)C (1,4-anhydro-5-O-benzoyl-3-deoxy-2-O-p-toluenesulfonyl-D-ribitol). The reagents and catalysts are C(C)(=O)O (acetic acid). Solvent: CO (methanol), CN(C)C=O (DMF). Run at temperature 75 celsius, time 14 hour. Product: O=C1N(C=C(C(N1)=O)C)[C@@H]1CO[C@@H](C1)CO (1,4-Anhydro-2,3-dideoxy-2-[3,4-dihydro-2,4-dioxo-5-methyl-1(2H)-pyrimidinyl]-D-arabinitol). The yield is 24.0%. As a reaction SMILES: [NH:1]1[CH:9]=[C:7]([CH3:8])[C:5](=[O:6])[NH:4][C:2]1=[O:3].C(=O)([O-])[O-].[K+].[K+].C1OCCOCCOCCOCCOCCOC1.C([O:42][CH2:43][C@H:44]1[O:48][CH2:47][C@H:46](OS(C2C=CC(C)=CC=2)(=O)=O)[CH2:45]1)(=O)C1C=CC=CC=1.C[O-].[Na+]>CN(C=O)C.CO.C(O)(=O)C>[O:3]=[C:2]1[NH:4][C:5](=[O:6])[C:7]([CH3:8])=[CH:9][N:1]1[C@H:46]1[CH2:45][C@@H:44]([CH2:43][OH:42])[O:48][CH2:47]1 |f:1.2.3,6.7|. Procedure: A mixture of thymine (0.142 g, 1.12 mmol), potassium carbonate (0.208) g, 1.5 mmol), 18-crown-6(0.119 g, 0.45 mmol) and 1,4-anhydro-5-O-benzoyl-3-deoxy-2-O-p-toluenesulfonyl-D-ribitol (0.283 g, 0.75 mmol) in DMF (5 mL) was stirred at 75° C. for 14 h. The solvent was removed under reduced pressure. The residue was purified by flash chromatography using 5% methanol/chloroform as the mobile phase to afford 0.074 g (0.224 mmol, 30%) of the protected isothymidine. To a solution of this nucleoside (0....